The task is: describe an organic reaction: reactants, conditions, products, and yield. This data is from the Open Reaction Database (ORD), a public repository of structured organic reaction records. Starting materials: ice, Cl (HCl), C(=O)=O (carbon dioxide), FC(OC=1C=C(C=O)C=CC1)(F)F (3-trifluoromethoxy-benzaldehyde), C(CC(=O)O)(=O)O (malonic acid), N1CCCCC1 (piperidine). Run in N1=CC=CC=C1 (pyridine). Product: FC(OC=1C=C(C=CC1)C=CC(=O)O)(F)F (3-(3-trifluoromethoxy-phenyl)-acrylic acid). The yield is 60.3%. RXN SMILES: [F:1][C:2]([F:13])([F:12])[O:3][C:4]1[CH:5]=[C:6]([CH:9]=[CH:10][CH:11]=1)[CH:7]=O.C(O)(=O)[CH2:15][C:16]([OH:18])=[O:17].N1CCCCC1.C(=O)=O.Cl>N1C=CC=CC=1>[F:1][C:2]([F:13])([F:12])[O:3][C:4]1[CH:5]=[C:6]([CH:7]=[CH:15][C:16]([OH:18])=[O:17])[CH:9]=[CH:10][CH:11]=1. Procedure: A mixture of 3-trifluoromethoxy-benzaldehyde (3 g, 15.78 mmol), malonic acid (2.13 g, 20.51 mmol), piperidine (0.134 g, 1.58 mmol) and pyridine (10 ml) was kept at reflux temperature until carbon dioxide formation ceased (3 h). After cooling to room temperature the reaction mixture was poured onto 60 g ice and 30 ml 6N HCl. The precipitate was isolated, washed with water and dried yielding 2.21 g (60%) 3-(3-trifluoromethoxy-phenyl)-acrylic acid. The reactants are ON1C(C=2C(C1=O)=CC=CC2)=O (N-hydroxyphthalimide), C(C)(C)(C)OOC(C)(C)C (di-tert-butyl peroxide), C1CCCCCCC1 (cyclooctane). Reaction conditions: time 8 hour. The product is C1(CCCCCCC1)O (Cyclooctanol), C1(CCCCCCC1)=O (cyclooctanone), C1CCCCCCC1 (cyclooctane). RXN SMILES: ON1[C:6](=O)[C:5]2=[CH:8][CH:9]=[CH:10][CH:11]=[C:4]2[C:3]1=[O:12].C(OOC(C)(C)C)(C)(C)C.[CH2:23]1[CH2:30][CH2:29][CH2:28][CH2:27][CH2:26][CH2:25][CH2:24]1>>[CH:3]1([OH:12])[CH2:4][CH2:11][CH2:10][CH2:9][CH2:8][CH2:5][CH2:6]1.[C:3]1(=[O:12])[CH2:4][CH2:11][CH2:10][CH2:9][CH2:8][CH2:5][CH2:6]1.[CH2:23]1[CH2:30][CH2:29][CH2:28][CH2:27][CH2:26][CH2:25][CH2:24]1. Procedure details: 2 mmol of N-hydroxyphthalimide and 4 mmol of di-tert-butyl peroxide are added at a temperature of 130° C. to 200 mmol of cyclooctane in a round-bottomed flask having an attached reflux condenser. Air at approximately 15 l/h is passed through the reaction mixture for 8 hours at said temperature. Cyclooctanol is obtained at a selectivity of 15% and cyclooctanone at a selectivity of 43%, at a cyclooctane conversion rate of 51%.